Dataset: the Open Reaction Database (ORD), a public repository of structured organic reaction records. Task: describe an organic reaction: reactants, conditions, products, and yield Reactants: CC1CN(C(=O)OC(C)(C)C)CCN1, CCN(C(C)C)C(C)C, ClCCl, Cl, O=S(=O)(Cl)c1ccc(C(F)(F)F)cc1. Product: CC1CN(C(=O)OC(C)(C)C)CCN1S(=O)(=O)c1ccc(C(F)(F)F)cc1. RXN SMILES: [CH3:1][CH:2]1[CH2:3][N:4]([C:8](=[O:9])[O:10][C:11]([CH3:12])([CH3:13])[CH3:14])[CH2:5][CH2:6][NH:7]1.[CH:15]([N:16]([CH2:17][CH3:18])[CH:19]([CH3:20])[CH3:21])([CH3:22])[CH3:23].[Cl:39][CH2:40][Cl:41].[ClH:38].[F:24][C:25]([c:26]1[cH:27][cH:28][c:29]([S:32](=[O:33])(=[O:34])[Cl:35])[cH:30][cH:31]1)([F:36])[F:37]>>[CH3:1][CH:2]1[CH2:3][N:4]([C:8](=[O:9])[O:10][C:11]([CH3:12])([CH3:13])[CH3:14])[CH2:5][CH2:6][N:7]1[S:32]([c:29]1[cH:28][cH:27][c:26]([C:25]([F:24])([F:36])[F:37])[cH:31][cH:30]1)(=[O:33])=[O:34].